Dataset: the Open Reaction Database (ORD), a public repository of structured organic reaction records. Task: describe an organic reaction: reactants, conditions, products, and yield Reactants: [OH-].[Na+] (sodium hydroxide), C(CC)I (propyl iodide), C([O-])([O-])=O.[K+].[K+] (potassium carbonate), C(CC)NC1CN2CCCC3=C2C(C1)=CC=C3 (2,3,6,7-tetrahydro-N-propyl-1H,5H-benzo(ij)quinolizin-2-amine), C(CC)I (propyl iodide), C([O-])([O-])=O.[K+].[K+] (potassium carbonate). Solvent: C(C)(=O)OCC (ethyl acetate), CN(C=O)C (dimethylformamide). Reaction conditions: temperature 90 celsius, time 5 hour. Product: C(CC)N(C1CN2CCCC3=C2C(C1)=CC=C3)CCC (2,3,6,7-tetrahydro-N,N-dipropyl-1H,5H-benzo(ij)quinolizin-2-amine). Yield: 80.4%. RXN SMILES: [CH2:1]([NH:4][CH:5]1[CH2:14][C:13]2=[CH:15][CH:16]=[CH:17][C:11]3=[C:12]2[N:7]([CH2:8][CH2:9][CH2:10]3)[CH2:6]1)[CH2:2][CH3:3].[CH2:18](I)[CH2:19][CH3:20].C(=O)([O-])[O-].[K+].[K+].[OH-].[Na+]>CN(C)C=O.C(OCC)(=O)C>[CH2:1]([N:4]([CH2:18][CH2:19][CH3:20])[CH:5]1[CH2:14][C:13]2=[CH:15][CH:16]=[CH:17][C:11]3=[C:12]2[N:7]([CH2:8][CH2:9][CH2:10]3)[CH2:6]1)[CH2:2][CH3:3] |f:2.3.4,5.6|. Procedure: A mixture of 2,3,6,7-tetrahydro-N-propyl-1H,5H-benzo(ij)quinolizin-2-amine (2.33 g, 0.01 mol), propyl iodide (5.16 g, 0.03 mol) and anhydrous potassium carbonate (3 g, 0.02 mol) in dimethylformamide (75 mL) was stirred for 5 hours at 90° C. At this time additional propyl iodide (1.72 g, 0.01 mol) and potassium carbonate (0.05 g, 0.0036 mol) were added and the reaction was continued for an additional 2 hours. The reaction was cooled, filtered to remove inorganic material, and the solvent was remo... Reactants: solution, C(CCC)[Li] (n-butyllithium), CCCCCC (hexane), O1C=CC=C1 (furan), [Cl-].[NH4+] (ammonium chloride), FC1=CC=C(CBr)C=C1 (4-fluorobenzyl bromide), tetrakis-(triphenylphosphine)palladium. The solvent is C1CCOC1 (THF), C1CCOC1 (THF), CCOCC (ether). Reaction conditions: temperature 0 celsius, time 1.5 hour. Product: FC1=CC=C(C=C1)CC=1OC=CC1 (2-(4-fluorophenylmethyl)furan). Isolated yield 81.2%. RXN SMILES: [O:1]1[CH:5]=[CH:4][CH:3]=[CH:2]1.C([Li])CCC.CCCCCC.[F:17][C:18]1[CH:25]=[CH:24][C:21]([CH2:22]Br)=[CH:20][CH:19]=1.[Cl-].[NH4+]>C1COCC1.CCOCC>[F:17][C:18]1[CH:25]=[CH:24][C:21]([CH2:22][C:2]2[O:1][CH:5]=[CH:4][CH:3]=2)=[CH:20][CH:19]=1 |f:4.5|. Procedure: To a 0° C. solution of furan (13.6 g, 0.20 mol) in a mixture of anhydrous ether (230 mL) and anhydrous THF (70 mL) under nitrogen was added a 2.5M solution of n-butyllithium in hexane (54.0 mL, 0.134 mol). The mixture was stirred at 0° C. for 1.5 hours and then transferred by cannula to a stirred -78° C. solution of 4-fluorobenzyl bromide (23.6 g, 0.125 mol) and tetrakis-(triphenylphosphine)palladium (O) (1.25 g, 0.001 mol) in anhydrous THF (200 mL). The transfer was made under nitrogen over a p... The reactants are CC(C)(C)c1ccc(S(N)(=O)=O)cc1, CS(C)=O, COc1ccc(Cl)c(Oc2c(C)nc(N3CCOCC3)nc2Cl)c1, [K]. Product: COc1ccc(Cl)c(Oc2c(C)nc(N3CCOCC3)nc2NS(=O)(=O)c2ccc(C(C)(C)C)cc2)c1. Reaction SMILES: [C:26]([CH3:27])([CH3:28])([CH3:29])[c:30]1[cH:31][cH:32][c:33]([S:36](=[O:37])(=[O:38])[NH2:39])[cH:34][cH:35]1.[CH3:40][S:41](=[O:42])[CH3:43].[Cl:1][c:2]1[n:3][c:4]([N:19]2[CH2:20][CH2:21][O:22][CH2:23][CH2:24]2)[n:5][c:6]([CH3:18])[c:7]1[O:8][c:9]1[c:10]([Cl:17])[cH:11][cH:12][c:13]([O:15][CH3:16])[cH:14]1.[K:25]>>[c:2]1([NH:39][S:36]([c:33]2[cH:32][cH:31][c:30]([C:26]([CH3:27])([CH3:28])[CH3:29])[cH:35][cH:34]2)(=[O:37])=[O:38])[n:3][c:4]([N:19]2[CH2:20][CH2:21][O:22][CH2:23][CH2:24]2)[n:5][c:6]([CH3:18])[c:7]1[O:8][c:9]1[c:10]([Cl:17])[cH:11][cH:12][c:13]([O:15][CH3:16])[cH:14]1. The reactants are OCC1=CC2=C(OCC(N2)=O)C=N1 (7-Hydroxymethyl-2-oxo-2,3-dihydro-1H-pyrido[3,4-b][1,4]oxazine), C1CCOC1 (THF). Reagents/catalysts: [O-2].[O-2].[Mn+4] (manganese dioxide). The solvent is ClCCCl (1,2-dichloroethane). Run at temperature 60 celsius. Product: O=C1NC2=C(OC1)C=NC(=C2)C=O (2-Oxo-2,3-dihydro-1H-pyrido[3,4-b][1,4]oxazine-7-carboxaldehyde). Reaction SMILES: [OH:1][CH2:2][C:3]1[N:13]=[CH:12][C:6]2[O:7][CH2:8][C:9](=[O:11])[NH:10][C:5]=2[CH:4]=1.C1COCC1>[O-2].[O-2].[Mn+4].ClCCCl>[O:11]=[C:9]1[CH2:8][O:7][C:6]2[CH:12]=[N:13][C:3]([CH:2]=[O:1])=[CH:4][C:5]=2[NH:10]1 |f:2.3.4|. Procedure details: A mixture of the hydroxymethyloxazinone (h) (584 mg), manganese dioxide (2.3 g), THF (50 ml) and 1,2-dichloroethane (50 ml) was heated at 60° C. under argon for 20 hours. Filtration through kieselguhr and evaporation of solvent gave a solid which was triturated under EtOAc/hexane 1:3, filtered off and dried (383 mg). Starting materials: COC(NC(C(C)C)C(=O)N1CC2(CC2)CC1C=1NC(=CN1)C1=CC2=CC=C(C=C2C=C1)C1=CC=C(C=C1)C=1NC(=NC1)C1N(CC(C1)OC1=NC=CN=C1)C(C(C(C)C)NC(=O)OC)=O)=O ([1-(6-{5-[6-(4-{2-[1-(2-Methoxycarbonylamino-3-methyl-butyryl)-4-(pyrazin-2-yloxy)-pyrrolidin-2-yl]-3H-imidazol-4-yl}-phenyl)-naphthalen-2-yl]-1H-imidazol-2-yl}-5-aza-spiro[2.4]heptane-5-carbonyl)-2-methyl-propyl]-carbamic acid methyl ester), C(C)(C)(C)OC(=O)N1C(CC(C1)OCCOC)C=1N(C=C(N1)C1=CC=C(C=C1)Br)COCC[Si](C)(C)C (2-[4-(4-Bromo-phenyl)-1-(2-trimethylsilanyl-ethoxymethyl)-1H-imidazol-2-yl]-4-(2-methoxy-ethoxy)-pyrrolidine-1-carboxylic acid tert-butyl ester), COC(NC(C(C)C)C(=O)N1C(CC(C1)OCCOC)C=1NC(=CN1)C1=CC=C(C=C1)Br)=O ({1-[2-[5-(4-Bromo-phenyl)-1H-imidazol-2-yl]-4-(2-methoxy-ethoxy)-pyrrolidine-1-carbonyl]-2-methyl-propyl}-carbamic acid methyl ester), C(C)(C)(C)OC(=O)N1C(CC(C1)OCCOC)C=1N(C=C(N1)C1=CC=C(C=C1)Br)COCC[Si](C)(C)C (2-[4-(4-Bromo-phenyl)-1-(2-trimethylsilanyl-ethoxymethyl)-1H-imidazol-2-yl]-4-(2-methoxy-ethoxy)-pyrrolidine-1-carboxylic acid tert-butyl ester), COC(NC(C(C)C)C(=O)N1C(CC(C1)OCCOC)C=1NC(=CN1)C1=CC=C(C=C1)Br)=O ({1-[2[5-(4-Bromo-phenyl)-1H-imidazol-2-yl]-4-(2-methoxy-ethoxy)-pyrrolidine-1-carbonyl]-2-methyl-propyl}-carbamic acid methyl ester), COC(NC(C(C)C)C(=O)N1CC2(CC2)CC1C=1NC(=CN1)C1=CC2=CC=C(C=C2C=C1)C1=CC=C(C=C1)C=1NC(=NC1)C1N(CC(C1)OCCOC)C(C(C(C)C)NC(=O)OC)=O)=O ([1-(6-{5-[6-(4-{2-[1-(2-Methoxycarbonylamino-3-methyl-butyryl)-4-(2-methoxy-ethoxy)-pyrrolidin-2-yl]-3H-imidazol-4-yl}-phenyl)-naphthalen-2-yl]-1H-imidazol-2-yl}-5-aza-spiro[2.4]heptane-5-carbonyl)-2-methyl-propyl]-carbamic acid methyl ester), BrCCOC (1-bromo-2-methoxy-ethane), COC(NC(C(C)C)C(=O)N1C(CC(C1)OC1=NC=CN=C1)C=1NC(=CN1)C1=CC=C(C=C1)Br)=O ({1-[2[5-(4-Bromo-phenyl)-1H-imidazol-2-yl]-4-(pyrazin-2-yloxy)-pyrrolidine-1-carbonyl]-2-methyl-propyl}-carbamic acid methyl ester). The product is C(C)(C)(C)OC(=O)N1C(CC(C1)OC1=NC=CN=C1)C=1N(C=C(N1)C1=CC=C(C=C1)Br)COCC[Si](C)(C)C (2-[4-(4-Bromo-phenyl)-1-(2-trimethylsilanyl-ethoxymethyl)-1H-imidazol-2-yl]-4-(pyrazin-2-yloxy)-pyrrolidine-1-carboxylic acid tert-butyl ester). RXN SMILES: [C:1]([O:5][C:6]([N:8]1[CH2:12][CH:11]([O:13][CH2:14][CH2:15]OC)[CH2:10][CH:9]1[C:18]1[N:19]([CH2:30][O:31][CH2:32][CH2:33][Si:34]([CH3:37])([CH3:36])[CH3:35])[CH:20]=[C:21]([C:23]2[CH:28]=[CH:27][C:26]([Br:29])=[CH:25][CH:24]=2)[N:22]=1)=[O:7])([CH3:4])([CH3:3])[CH3:2].BrCCOC.COC(=O)[NH:46][CH:47]([C:51]([N:53]1CC(OC2C=NC=CN=2)CC1C1NC(C2C=CC(Br)=CC=2)=CN=1)=O)C(C)C.COC(=O)NC(C(N1CC(OCCOC)CC1C1NC(C2C=CC(Br)=CC=2)=CN=1)=O)C(C)C.COC(=O)NC(C(N1C(C2NC(C3C=CC4C(=CC=C(C5C=CC(C6NC(C7CC(OC8C=NC=CN=8)CN7C(=O)C(NC(OC)=O)C(C)C)=NC=6)=CC=5)C=4)C=3)=CN=2)CC2(CC2)C1)=O)C(C)C.COC(=O)NC(C(N1C(C2NC(C3C=CC4C(=CC=C(C5C=CC(C6NC(C7CC(OCCOC)CN7C(=O)C(NC(OC)=O)C(C)C)=NC=6)=CC=5)C=4)C=3)=CN=2)CC2(CC2)C1)=O)C(C)C>>[C:1]([O:5][C:6]([N:8]1[CH2:12][CH:11]([O:13][C:14]2[CH:15]=[N:53][CH:51]=[CH:47][N:46]=2)[CH2:10][CH:9]1[C:18]1[N:19]([CH2:30][O:31][CH2:32][CH2:33][Si:34]([CH3:35])([CH3:36])[CH3:37])[CH:20]=[C:21]([C:23]2[CH:28]=[CH:27][C:26]([Br:29])=[CH:25][CH:24]=2)[N:22]=1)=[O:7])([CH3:2])([CH3:3])[CH3:4]. Procedure: Title compound was prepared according to the method employed to prepare 2-[4-(4-Bromo-phenyl)-1-(2-trimethylsilanyl-ethoxymethyl)-1H-imidazol-2-yl]-4-(2-methoxy-ethoxy)-pyrrolidine-1-carboxylic acid tert-butyl ester (Example 1), substituting 2-chloro-pyrazine (50 μl) for 1-bromo-2-methoxy-ethane (94 mg, 40%). {1-[2[5-(4-Bromo-phenyl)-1H-imidazol-2-yl]-4-(pyrazin-2-yloxy)-pyrrolidine-1-carbonyl]-2-methyl-propyl}-carbamic acid methyl ester: Title compound was prepared according to the method emplo... The reactants are C1C2C=CC1C3C2C(=O)OC3=O (NADIC anhydride), anhydrides, CC12C(=O)OC(C1CCCC2)=O (1-methyltetrahydrophthalic anhydride), acid anhydrides, CC12CC(C=C1)C3C2C(=O)OC3=O (NADIC methyl anhydride), epoxy resin. Yields the product C1(C2C(C(=O)O1)CCCC2)=O (hexahydrophthalic anhydride), C1(C2C(C(=O)O1)CCC=C2)=O (tetrahydrophthalic anhydride), C1(C=2C(C(=O)O1)=CC=CC2)=O (phthalic anhydride), C1=CC2=C(C=C1C(=O)C3=CC4=C(C=C3)C(=O)OC4=O)C(=O)OC2=O (benzophenone tetracarboxylic acid dianhydride), anhydrides. Reaction SMILES: C[C:2]12[CH2:11][CH2:10][CH2:9][CH2:8][CH:7]1[C:6](=[O:12])[O:5][C:3]2=[O:4].C1[CH:17]2[CH:18]3[C:23](=[O:24])[O:22][C:20](=[O:21])[CH:19]3[CH:14]1[CH:15]=[CH:16]2.C[C:26]12[CH:32]3[C:33]([O:35][C:36](=[O:37])[CH:31]3[CH:28]([CH:29]=[CH:30]1)C2)=[O:34]>>[C:6]1(=[O:12])[O:5][C:3](=[O:4])[CH:2]2[CH2:11][CH2:10][CH2:9][CH2:8][CH:7]12.[C:23]1(=[O:24])[O:22][C:20](=[O:21])[CH:19]2[CH2:14][CH2:15][CH:16]=[CH:17][CH:18]12.[C:36]1(=[O:37])[O:35][C:33](=[O:34])[C:32]2=[CH:26][CH:30]=[CH:29][CH:28]=[C:31]12.[CH:10]1[C:9]([C:33]([C:16]2[CH:15]=[CH:14][C:19]3[C:20]([O:22][C:23](=[O:24])[C:18]=3[CH:17]=2)=[O:21])=[O:34])=[CH:8][C:7]2[C:6]([O:5][C:3](=[O:4])[C:2]=2[CH:11]=1)=[O:12]. Procedure details: The liquid, organic acid anhydrides which are used as epoxy resin curing agents in carrying out the invention, include 1-methyl hexahydrophthalic anyhydride, 1-methyltetrahydrophthalic anhydride, NADIC anhydride, NADIC methyl anhydride, and the like liquid anhydrides; and blends of hexahydrophthalic anhydride, tetrahydrophthalic anhydride, phthalic anhydride, pyromellitic dianhydride, polyazelaic polyanhydride, the reaction product of trimellitic anhydride and a glycol, and benzophenone tetracar...